This data is from the Open Reaction Database (ORD), a public repository of structured organic reaction records. The task is: describe an organic reaction: reactants, conditions, products, and yield Reactants: CC=1NC=C(N1)C#N (2-methyl-1H-imidazole-4-carbonitrile), IC1=C(N=C(N1)C1(COC1)C)C(F)(F)F (5-iodo-2-(3-methyloxetan-3-yl)-4-(trifluoromethyl)-1H-imidazole), IC1=C(N=C(N1)C1(COC1)C)C(F)(F)F (5-iodo-2-(3-methyloxetan-3-yl)-4-(trifluoromethyl)-1H-imidazole), CC=1NC=C(N1)C(F)(F)F (2-methyl-4-(trifluoromethyl)-1H-imidazole). The product is IC1=C(N=C(N1)C1(COC1)C)C#N (5-Iodo-2-(3-methyloxetan-3-yl)-1H-imidazole-4-carbonitrile). As a reaction SMILES: CC1[NH:3]C=C(C#N)N=1.[I:9][C:10]1[NH:14][C:13]([C:15]2([CH3:19])[CH2:18][O:17][CH2:16]2)=[N:12][C:11]=1[C:20](F)(F)F.CC1NC=C(C(F)(F)F)N=1>>[I:9][C:10]1[NH:14][C:13]([C:15]2([CH3:19])[CH2:18][O:17][CH2:16]2)=[N:12][C:11]=1[C:20]#[N:3]. Procedure details: The title compound was prepared using standard chemical manipulations and procedures similar to those used for the preparation of compound 16.3, except 5-iodo-2-(3-methyloxetan-3-yl)-4-(trifluoromethyl)-1H-imidazole (compound 202.2) was used in place of 2-methyl-4-(trifluoromethyl)-1H-imidazole (compound 16.2). m/z (ES+) 290 (M+H)+. Reactants: ClC1=C(C=C(C=C1)[N+](=O)[O-])S(=O)(=O)NCCO (2-Chloro-N-(2-hydroxyethyl)-5-nitro-benzenesulfonamide). The reagents and catalysts are [Pd] (Pd/C). The solvent is CO (methanol). Run at time 8 hour. Yields the product NC=1C=C(C=CC1)S(=O)(=O)NCCO (3-Amino-N-(2-hydroxyethyl)-benzenesulfonamide). Yield: 99.7%. As a reaction SMILES: Cl[C:2]1[CH:7]=[CH:6][C:5]([N+:8]([O-])=O)=[CH:4][C:3]=1[S:11]([NH:14][CH2:15][CH2:16][OH:17])(=[O:13])=[O:12]>CO.[Pd]>[NH2:8][C:5]1[CH:4]=[C:3]([S:11]([NH:14][CH2:15][CH2:16][OH:17])(=[O:13])=[O:12])[CH:2]=[CH:7][CH:6]=1. Procedure details: 2-Chloro-N-(2-hydroxyethyl)-5-nitro-benzenesulfonamide (1.00 g, 3.57 mmol) was dissolved in methanol (35 ml) and placed under an atmosphere of nitrogen prior to the addition of 10% Pd/C (10 Wt %, 100 mg) in one portion. The reaction was evacuated, placed under an atmosphere of hydrogen (1 bar) and stirred vigorously overnight. The reaction was filtered through celite and the filtrate was concentrated in vacuo to afford the named product (0.77 g, 100%); LCMS Rt=1.44 min, m/z (ES+) 217 (M+H).